Dataset: the Open Reaction Database (ORD), a public repository of structured organic reaction records. Task: describe an organic reaction: reactants, conditions, products, and yield Reactants: CNCC1=CC(=C(C=C1)OC1=CC=CC=C1)S(=O)(=O)C (N-methyl-N-(3-methylsulfonyl-4-phenoxybenzyl)amine), C1=CN(C=N1)C(=O)N2C=CN=C2 (CDI), NC(=N)N (guanidine). Run in C1CCOC1 (THF). Reaction conditions: time 2 hour. Product: CS(=O)(=O)O.CN(C(=N)N)C(=O)NCC1=CC(=C(C=C1)OC1=CC=CC=C1)S(=O)(=O)C (N-Methyl-N-(3-methylsulfonyl-4-phenoxybenzyl)aminocarbonylguanidine methanesulfonate). Reaction SMILES: CNCC1[CH:9]=[CH:8][C:7]([O:10][C:11]2[CH:16]=[CH:15][CH:14]=[CH:13][CH:12]=2)=[C:6]([S:17]([CH3:20])(=[O:19])=[O:18])[CH:5]=1.C1[N:25]=[CH:24][N:23]([C:26]([N:28]2C=N[CH:30]=[CH:29]2)=[O:27])[CH:22]=1.[NH2:33]C(N)=N>C1COCC1>[CH3:20][S:17]([OH:18])(=[O:19])=[O:27].[CH3:22][N:23]([C:26]([NH:28][CH2:29][C:30]1[CH:9]=[CH:8][C:7]([O:10][C:11]2[CH:16]=[CH:15][CH:14]=[CH:13][CH:12]=2)=[C:6]([S:17]([CH3:20])(=[O:19])=[O:18])[CH:5]=1)=[O:27])[C:24]([NH2:25])=[NH:33] |f:4.5|. Procedure details: 1.0 g of N-methyl-N-(3-methylsulfonyl-4-phenoxybenzyl)amine and 0.7 g of CDI dissolved in 25 ml of THF were stirred at RT for 2 h. 1.1 g of guanidine were added, the mixture was stirred overnight and the solvent was distilled off on a rotary evaporator. The residue was taken up in 100 ml of water, adjusted to pH 7.6 with 10 percent hydrochloric acid and extracted twice with ethyl acetate. After concentrating, the guanidine derivative obtained was dissolved again in ethyl acetate, and by adding t... Reactants: C(C)OC(C(=C(OCC)N)CCCC)=O (α-n-butyl-β-amino-β-ethoxyacrylic acid ethyl ester), C1(=CC=C(C=C1)S(=O)(=O)O)C (p-toluenesulphonic acid), ClC=1C=C(CNN)C=CC1Cl (3,4-dichlorobenzylhydrazine). Run in C(C)O (ethanol). Reaction conditions: time 2 hour. The product is NC=1NN(C(C1CCCC)=O)CC1=CC(=C(C=C1)Cl)Cl (3-amino-4-n-butyl-1-(3,4-dichlorobenzyl)-pyrazol-5-one). RXN SMILES: C([O:3][C:4](=O)[C:5]([CH2:11][CH2:12][CH2:13][CH3:14])=[C:6]([NH2:10])OCC)C.C1(C)C=CC(S(O)(=O)=O)=CC=1.[Cl:27][C:28]1[CH:29]=[C:30]([CH:34]=[CH:35][C:36]=1[Cl:37])[CH2:31][NH:32][NH2:33]>C(O)C>[NH2:10][C:6]1[NH:33][N:32]([CH2:31][C:30]2[CH:34]=[CH:35][C:36]([Cl:37])=[C:28]([Cl:27])[CH:29]=2)[C:4](=[O:3])[C:5]=1[CH2:11][CH2:12][CH2:13][CH3:14]. Reported procedure: To a solution of 41.1 g α-n-butyl-β-amino-β-ethoxyacrylic acid ethyl ester and a spatula tipfull of p-toluenesulphonic acid in 100 ml ethanol were added dropwise, under nitrogen, 36.5 g 3,4-dichlorobenzylhydrazine. After the mixture had been stirred afterwards for two hours, it was left to stand overnight. The solvent was distilled off, a mixture of ether/petroleum ether (1:1) was added to the residue; the product crystallized through. Starting materials: C(C)(C)C1=CC=C(C=C1)N(C(=O)C1CCCC2=CC=C(C=C12)OC)CC=1C=NNC1 (N-(4-isopropylphenyl)-7-methoxy-N-[(pyrazol-4-yl)methyl]-1,2,3,4-tetrahydronaphthalene-1-carboxamide), C(C)I (ethyl iodide). The product is C(C)N1N=CC(=C1)CN(C(=O)C1CCCC2=CC=C(C=C12)OC)C1=CC=C(C=C1)C(C)C (N-[(1-ethylpyrazol-4-yl)methyl]-N-(4-isopropylphenyl)-7-methoxy-1,2,3,4-tetrahydronaphthalene-1-carboxamide). As a reaction SMILES: [CH:1]([C:4]1[CH:9]=[CH:8][C:7]([N:10]([CH2:25][C:26]2[CH:27]=[N:28][NH:29][CH:30]=2)[C:11]([CH:13]2[C:22]3[C:17](=[CH:18][CH:19]=[C:20]([O:23][CH3:24])[CH:21]=3)[CH2:16][CH2:15][CH2:14]2)=[O:12])=[CH:6][CH:5]=1)([CH3:3])[CH3:2].[CH2:31](I)[CH3:32]>>[CH2:31]([N:28]1[CH:27]=[C:26]([CH2:25][N:10]([C:7]2[CH:6]=[CH:5][C:4]([CH:1]([CH3:3])[CH3:2])=[CH:9][CH:8]=2)[C:11]([CH:13]2[C:22]3[C:17](=[CH:18][CH:19]=[C:20]([O:23][CH3:24])[CH:21]=3)[CH2:16][CH2:15][CH2:14]2)=[O:12])[CH:30]=[N:29]1)[CH3:32]. Procedure: By the reaction and treatment in the same manner as in Example 83 using N-(4-isopropylphenyl)-7-methoxy-N-[(pyrazol-4-yl)methyl]-1,2,3,4-tetrahydronaphthalene-1-carboxamide (0.44 g) and ethyl iodide (0.09 mL) as starting materials, N-[(1-ethylpyrazol-4-yl)methyl]-N-(4-isopropylphenyl)-7-methoxy-1,2,3,4-tetrahydronaphthalene-1-carboxamide (0.31 g) was obtained. This was dissolved in ethyl acetate, and oxalic acid (0.07 g) was added. The precipitated solid was collected by filtration to give N-[(1... Starting materials: N1C=NC=C1 (imidazole), C(=O)([O-])[O-].[K+].[K+] (K2CO3), C12C(CCCC1)O2 (cyclohexene oxide). Solvent: O (H2O). Conditions: temperature 100 celsius, time 7 hour. Yields the product N1(C=NC=C1)[C@H]1[C@@H](CCCC1)O ((±)-trans-2-(Imidazol-1-yl)cyclohexanol). Isolated yield 26.0%. RXN SMILES: [NH:1]1[CH:5]=[CH:4][N:3]=[CH:2]1.C([O-])([O-])=O.[K+].[K+].[CH:12]12[O:18][CH:13]1[CH2:14][CH2:15][CH2:16][CH2:17]2>O>[N:1]1([C@@H:12]2[CH2:17][CH2:16][CH2:15][CH2:14][C@H:13]2[OH:18])[CH:5]=[CH:4][N:3]=[CH:2]1 |f:1.2.3|. Reported procedure: A mixture of 20.18 g of imidazole, 81.95 g of K2CO3, and 20.0 mL of cyclohexene oxide in ca. 200 mL of H2O was stirred at room temperature for 19 h, at 100° C. (bath temp.) for 7 h, and then at room temperature overnight. The mixture was extracted with 3×500 mL of EtOAc and 500 mL of CH2Cl2. The organic layers were washed with 2×300 mL of H2O and 300 mL of brine. Combined organic layers were dried over MgSO4 and concentrated. The crude product was crystallized from EtOAc to yield 8.57 g (26%) of... The reactants are 298.42, ClC=1C=C(C2=C(C(N[C@H](C(N2)=O)C)=O)C1)[N+](=O)[O-] ((S)-7-chloro-3,4-dihydro-3-methyl-9-nitro-1H-1,4-benzodiazepine-2,5-dione). Reagents/catalysts: [Pt] (platinum-on-charcoal). The solvent is C(C)O (ethanol). Run at temperature 70 celsius, time 8 hour. Product: 187.7, NC1=CC(=CC=2C(N[C@H](C(NC21)=O)C)=O)Cl ((S)-9-amino-7-chloro-3,4-dihydro-3-methyl-1H-1,4-benzodiazepine-2,5-dione). Isolated yield 74.6%. As a reaction SMILES: [Cl:1][C:2]1[CH:3]=[C:4]([N+:16]([O-])=O)[C:5]2[NH:11][C:10](=[O:12])[C@H:9]([CH3:13])[NH:8][C:7](=[O:14])[C:6]=2[CH:15]=1>[Pt].C(O)C>[NH2:16][C:4]1[C:5]2[NH:11][C:10](=[O:12])[C@H:9]([CH3:13])[NH:8][C:7](=[O:14])[C:6]=2[CH:15]=[C:2]([Cl:1])[CH:3]=1. Procedure: A mixture of 298.42 parts of (S)-7-chloro-3,4-dihydro-3-methyl-9-nitro-1H-1,4-benzodiazepine-2,5-dione (prepared as interm. 44) and 3324 parts of ethanol was hydrogenated at 50° C. and normal pressure with 21.04 parts of platinum-on-charcoal catalyst 5%. At the end of the hydrogenation, the temperature was raised to 70° C. The reaction mixture was filtered while hot and the catalyst was washed with boiling ethanol. The filtrate was stirred overnight in an ice-bath and was then concentrated. The ...